From a dataset of the Open Reaction Database (ORD), a public repository of structured organic reaction records. describe an organic reaction: reactants, conditions, products, and yield The reactants are C(C)OC(=O)C=1NC(=CC1C)C=O (5-formyl-3-methyl-1H-pyrrole-2-carboxylic acid ethyl ester), C1CCOC1 (THF), CC(C)([O-])C.[Na+] (Sodium tert-butoxide), tert-butoxycarbonylmethyl, [Br-].C1(=CC=CC=C1)[PH+](C1=CC=CC=C1)C1=CC=CC=C1 (triphenylphosphonium bromide), C1CCOC1 (THF). Conditions: time 30 minute. Product: C(C)OC(=O)C=1NC(=CC1C)C=CC(=O)OC(C)(C)C (5-(2-tert-butoxycarbonyl-vinyl)-3-methyl-1H-pyrrole-2-carboxylic acid ethyl ester). Isolated yield 81.0%. Reaction SMILES: [CH3:1][C:2]([CH3:5])([O-:4])[CH3:3].[Na+].[Br-].C1([PH+](C2C=CC=CC=2)C2C=CC=CC=2)C=CC=CC=1.[CH2:27]([O:29][C:30]([C:32]1[NH:33][C:34]([CH:38]=O)=[CH:35][C:36]=1[CH3:37])=[O:31])[CH3:28].C1C[O:43][CH2:42][CH2:41]1>>[CH2:27]([O:29][C:30]([C:32]1[NH:33][C:34]([CH:38]=[CH:41][C:42]([O:4][C:2]([CH3:5])([CH3:3])[CH3:1])=[O:43])=[CH:35][C:36]=1[CH3:37])=[O:31])[CH3:28] |f:0.1,2.3|. Procedure: Sodium tert-butoxide (1.37 g, 14.3 mmol) was added to the dry tert-butoxycarbonylmethyl)triphenylphosphonium bromide (6.56 g, 14.3 mmol) in THF (anhydrous, 30 mL) under nitrogen. The mixture was stirred at room temperature for 30 minutes. To the mixture was added 5-formyl-3-methyl-1H-pyrrole-2-carboxylic acid ethyl ester (2.36 g, 13 mmol) in THF (35 mL). The mixture was then stirred at room temperature under nitrogen for overnight. The solid was filtered off and the filtrate was concentrated fol... Reactants: C(C1=CC=CC=C1)OC(=O)NC=1C(N(C=C(C1)CC1=CC=C(C=C1)OC(C(C)(C)C)=O)CC(=O)NC(C(C(F)(F)F)=O)C(C)C)=O (2-[3-Benzyloxycarbonylamino-2-oxo-5-(4-pivaloyloxybenzyl)-1,2-dihydro-1-pyridyl]-N-(3,3,3-trifluoro-1-isopropyl-2-oxopropyl]acetamide), [OH-].[Na+] (sodium hydroxide). Run in CO (methanol). Run at time 3 hour. Yields the product C(C1=CC=CC=C1)OC(=O)NC=1C(N(C=C(C1)CC1=CC=C(C=C1)O)CC(=O)NC(C(C(F)(F)F)=O)C(C)C)=O (2-[3-Benzyloxycarbonylamino-2-oxo-5-(4-hydroxybenzyl)-1,2-dihydro-1-pyridyl]-N-(3,3,3-trifluoro-1-isopropyl-2-oxopropyl]acetamide). Reaction SMILES: [CH2:1]([O:8][C:9]([NH:11][C:12]1[C:13](=[O:46])[N:14]([CH2:32][C:33]([NH:35][CH:36]([CH:43]([CH3:45])[CH3:44])[C:37](=[O:42])[C:38]([F:41])([F:40])[F:39])=[O:34])[CH:15]=[C:16]([CH2:18][C:19]2[CH:24]=[CH:23][C:22]([O:25]C(=O)C(C)(C)C)=[CH:21][CH:20]=2)[CH:17]=1)=[O:10])[C:2]1[CH:7]=[CH:6][CH:5]=[CH:4][CH:3]=1.[OH-].[Na+]>CO>[CH2:1]([O:8][C:9]([NH:11][C:12]1[C:13](=[O:46])[N:14]([CH2:32][C:33]([NH:35][CH:36]([CH:43]([CH3:44])[CH3:45])[C:37](=[O:42])[C:38]([F:41])([F:40])[F:39])=[O:34])[CH:15]=[C:16]([CH2:18][C:19]2[CH:24]=[CH:23][C:22]([OH:25])=[CH:21][CH:20]=2)[CH:17]=1)=[O:10])[C:2]1[CH:7]=[CH:6][CH:5]=[CH:4][CH:3]=1 |f:1.2|. Reported procedure: 2-[3-Benzyloxycarbonylamino-2-oxo-5-(4-pivaloyloxybenzyl)-1,2-dihydro-1-pyridyl]-N-(3,3,3-trifluoro-1-isopropyl-2-oxopropyl]acetamide was dissolved in methanol and excess 2N sodium hydroxide was added. The mixture was allowed to stir for 3 h, was evaporated, and partitioned between ethyl acetate and 1N hydrochloric acid. The organic layer was washed (brine), dried, evaporated and purified by chromatography, using dichloromethane:methanol (gradient, 99:1, 95:5) as the eluent, to give the title co... Reactants: BP-4579, [Cl-].[Cl-].[Ca+2] (CaCl2), [Cl-].[Cl-].[Ca+2] (CaCl2), C([C@@H]1[C@H]([C@@H]([C@H]([C@H](O1)O[C@@H]2[C@H](O[C@H]([C@@H]([C@H]2O)O)O)CO)O)O)O)O (maltose), C([C@@H]1[C@H]([C@@H]([C@H]([C@H](O1)O[C@@H]2[C@H](O[C@H]([C@@H]([C@H]2O)O)O)CO)O)O)O)O.C([C@@H]1[C@H]([C@@H]([C@H]([C@H](O1)O[C@@H]2[C@@H]([C@H]([C@@H]([C@H](O2)CO)O)O)O)O)O)O)O (maltose trehalose), sodium alginate, sodium alginate. Run in P(=O)([O-])([O-])[O-] (phosphate). Yields the product C([C@@H]1[C@H]([C@@H]([C@H]([C@H](O1)O[C@@H]2[C@@H]([C@H]([C@@H]([C@H](O2)CO)O)O)O)O)O)O)O (trehalose). The yield is 67.0%. As a reaction SMILES: C(O)[C@H]1O[C@H](O[C@H]2[C@H](O)[C@@H](O)[C@H](O)O[C@@H]2CO)[C@H](O)[C@@H](O)[C@@H]1O.[CH2:24]([OH:46])[C@H:25]1[O:30][C@H:29]([O:31][C@H:32]2[O:37][C@H:36]([CH2:38][OH:39])[C@@H:35]([OH:40])[C@H:34]([OH:41])[C@H:33]2[OH:42])[C@H:28]([OH:43])[C@@H:27]([OH:44])[C@@H:26]1[OH:45].[Cl-].[Cl-].[Ca+2].C(O)[C@H]1O[C@H](O[C@H]2[C@H](O)[C@@H](O)[C@H](O)O[C@@H]2CO)[C@H](O)[C@@H](O)[C@@H]1O>P([O-])([O-])([O-])=O>[CH2:38]([OH:39])[C@H:36]1[O:37][C@H:32]([O:31][C@H:29]2[O:30][C@H:25]([CH2:24][OH:46])[C@@H:26]([OH:45])[C@H:27]([OH:44])[C@H:28]2[OH:43])[C@H:33]([OH:42])[C@@H:34]([OH:41])[C@@H:35]1[OH:40] |f:0.1,2.3.4|. Procedure: A seed culture of Pseudomonas putida H262 (FERM BP-4579) was culture in a nutrient culture medium similarly as in Experiment 9, and the resultant cells were recovered by centrifugation to obtain 100 g wet cells having a maltose-trehalose converting enzyme activity of about 400 units which were then kneaded with 100 ml of 10 mM phosphate buffer in which 2.5% sodium alginate having a viscosity of 300-400 cp had been dissolved. The slurry containing the cells were continuously dropped into 0.1M CaC... Reactants: O=C(O)c1cc2ccc(Cl)cc2[nH]1, CC(C)(C)OC(=O)N1CCC(CN)C1. The product is CC(C)(C)OC(=O)N1CCC(CNC(=O)c2cc3ccc(Cl)cc3[nH]2)C1. RXN SMILES: [Cl:15][c:16]1[cH:17][cH:18][c:19]2[cH:20][c:21]([C:25](=[O:26])[OH:27])[nH:22][c:23]2[cH:24]1.[NH2:1][CH2:2][CH:3]1[CH2:4][N:5]([C:8](=[O:9])[O:10][C:11]([CH3:12])([CH3:13])[CH3:14])[CH2:6][CH2:7]1>>[NH:1]([CH2:2][CH:3]1[CH2:4][N:5]([C:8](=[O:9])[O:10][C:11]([CH3:12])([CH3:13])[CH3:14])[CH2:6][CH2:7]1)[C:25]([c:21]1[cH:20][c:19]2[cH:18][cH:17][c:16]([Cl:15])[cH:24][c:23]2[nH:22]1)=[O:26]. Starting materials: COC(=O)CBr, CCOC(C)=O, [K+], [K+], O=C([O-])[O-], CN(C)C=O, O, Cc1cc(O)cc(C)c1C=O. Product: COC(=O)COc1cc(C)c(C=O)c(C)c1. Reaction SMILES: [CH3:12][O:13][C:14]([CH2:15][Br:16])=[O:17].[CH3:30][CH2:31][O:32][C:33]([CH3:34])=[O:35].[K+:18].[K+:19].[O-:20][C:21]([O-:22])=[O:23].[O:25]=[CH:26][N:27]([CH3:28])[CH3:29].[OH2:24].[OH:1][c:2]1[cH:3][c:4]([CH3:11])[c:5]([CH:6]=[O:7])[c:8]([CH3:10])[cH:9]1>>[O:1]([c:2]1[cH:3][c:4]([CH3:11])[c:5]([CH:6]=[O:7])[c:8]([CH3:10])[cH:9]1)[CH2:15][C:14]([O:13][CH3:12])=[O:17].